Dataset: the Open Reaction Database (ORD), a public repository of structured organic reaction records. Task: describe an organic reaction: reactants, conditions, products, and yield Starting materials: [C-]#N, [C-]#N, Clc1ccc2c(n1)CCN(Cc1ccccc1)C2, CN(C)C=O, [Cl-], [Li+], [Zn+2], c1ccc(P(c2ccccc2)(c2ccccc2)[Pd](P(c2ccccc2)(c2ccccc2)c2ccccc2)(P(c2ccccc2)(c2ccccc2)c2ccccc2)P(c2ccccc2)(c2ccccc2)c2ccccc2)cc1. Yields the product N#Cc1ccc2c(n1)CCN(Cc1ccccc1)C2. Reaction SMILES: [C-:26]#[N:27].[C-:29]#[N:30].[CH2:1]([c:2]1[cH:3][cH:4][cH:5][cH:6][cH:7]1)[N:8]1[CH2:9][c:10]2[cH:11][cH:12][c:13]([Cl:18])[n:14][c:15]2[CH2:16][CH2:17]1.[CH3:21][N:22]([CH3:23])[CH:24]=[O:25].[Cl-:20].[Li+:19].[Zn+2:28].[cH:31]1[cH:32][cH:33][c:34]([P:35]([Pd:36]([P:37]([c:38]2[cH:39][cH:40][cH:41][cH:42][cH:43]2)([c:44]2[cH:45][cH:46][cH:47][cH:48][cH:49]2)[c:50]2[cH:51][cH:52][cH:53][cH:54][cH:55]2)([P:56]([c:57]2[cH:58][cH:59][cH:60][cH:61][cH:62]2)([c:63]2[cH:64][cH:65][cH:66][cH:67][cH:68]2)[c:69]2[cH:70][cH:71][cH:72][cH:73][cH:74]2)[P:75]([c:76]2[cH:77][cH:78][cH:79][cH:80][cH:81]2)([c:82]2[cH:83][cH:84][cH:85][cH:86][cH:87]2)[c:88]2[cH:89][cH:90][cH:91][cH:92][cH:93]2)([c:94]2[cH:95][cH:96][cH:97][cH:98][cH:99]2)[c:100]2[cH:101][cH:102][cH:103][cH:104][cH:105]2)[cH:106][cH:107]1>>[CH2:1]([c:2]1[cH:3][cH:4][cH:5][cH:6][cH:7]1)[N:8]1[CH2:9][c:10]2[cH:11][cH:12][c:13]([C:21]#[N:22])[n:14][c:15]2[CH2:16][CH2:17]1. The solvent is C(C)O (ethanol). Product: C(=O)(OCC)N1C(C(C2=CC(=CC=C12)OC)CCNC(C)=O)C(C)=O (N-[2-(1-carbethoxy-2-acetyl-5-methoxyindolin-3-yl)ethyl]acetamide). Reaction SMILES: [C:1]([N:6]1[C:14]2[C:9](=[CH:10][C:11]([O:15][CH3:16])=[CH:12][CH:13]=2)[C:8]([CH2:17][CH2:18][NH:19][C:20](=[O:22])[CH3:21])=[C:7]1[C:23](=[O:25])[CH3:24])([O:3][CH2:4][CH3:5])=[O:2].[H][H]>C(O)C.[OH-].[OH-].[Pd+2]>[C:1]([N:6]1[C:14]2[C:9](=[CH:10][C:11]([O:15][CH3:16])=[CH:12][CH:13]=2)[CH:8]([CH2:17][CH2:18][NH:19][C:20](=[O:22])[CH3:21])[CH:7]1[C:23](=[O:25])[CH3:24])([O:3][CH2:4][CH3:5])=[O:2] |f:3.4.5|. Reactants: C(=O)(OCC)N1C(=C(C2=CC(=CC=C12)OC)CCNC(C)=O)C(C)=O (N-[2-(1-carbethoxy-2-acetyl-5-methoxyindol-3-yl)ethyl]acetamide), [H][H] (hydrogen). The reagents and catalysts are [OH-].[OH-].[Pd+2] (Pd(OH)2). Reported procedure: The product N-[2-(1-carbethoxy-2-acetyl-5-methoxyindol-3-yl)ethyl]acetamide (100 mg) is dissolved in ethanol (10 ml) in a round-bottomed flask (25 ml), 100 mg of Pd(OH)2 are added and the mixture is stirred for 12 h at a normal pressure of hydrogen. After filtration, N-[2-(1-carbethoxy-2-acetyl-5-methoxyindolin-3-yl)ethyl]acetamide is obtained. RXN SMILES: [Cl:1][C:2]1[C:11]2[C:6](=[CH:7][CH:8]=[C:9](C(C3C(C)=NC(C)=CC=3)O)[CH:10]=2)[N:5]=[C:4]([O:22][CH3:23])[C:3]=1[CH2:24][C:25]1[CH:30]=[CH:29][C:28]([C:31]([F:34])([F:33])[F:32])=[CH:27][CH:26]=1.N1(C2C=CC(CC3C(Cl)=NC4C(C=3Cl)=CC(Br)=CC=4C)=CC=2)C=CC=N1.[CH3:61][N:62]1[C:66]([C:67]([CH:69]2[CH2:74][CH2:73][O:72][CH2:71][CH2:70]2)=[O:68])=[CH:65][N:64]=[C:63]1[CH3:75].S1C(CC2C(OC)=NC3C(C=2Cl)=CC(C(C2N(C)C=NC=2)(C2C=NC(C(F)(F)F)=CC=2)O)=CC=3)=CC2C=CC=CC1=2>>[Cl:1][C:2]1[C:11]2[C:6](=[CH:7][CH:8]=[C:9]([C:67]([C:66]3[N:62]([CH3:61])[C:63]([CH3:75])=[N:64][CH:65]=3)([CH:69]3[CH2:74][CH2:73][O:72][CH2:71][CH2:70]3)[OH:68])[CH:10]=2)[N:5]=[C:4]([O:22][CH3:23])[C:3]=1[CH2:24][C:25]1[CH:30]=[CH:29][C:28]([C:31]([F:34])([F:32])[F:33])=[CH:27][CH:26]=1. Reactants: ClC1=C(C(=NC2=CC=C(C=C12)C(O)C=1C(=NC(=CC1)C)C)OC)CC1=CC=C(C=C1)C(F)(F)F ((4-Chloro-2-methoxy-3-(4-(trifluoromethyl)benzyl)quinolin-6-yl)(2,6-dimethylpyridin-3-yl)methanol), CN1C(=NC=C1C(=O)C1CCOCC1)C ((1,2-dimethyl-1H-imidazol-5-yl)(tetrahydro-2H-pyran-4-yl)methanone), CN1C(=NC=C1C(=O)C1CCOCC1)C ((1,2-dimethyl-1H-imidazol-5-yl)(tetrahydro-2H-pyran-4-yl)methanone), ClC1=C(C(=NC2=CC=C(C=C12)C(O)C=1C(=NC(=CC1)C)C)OC)CC1=CC=C(C=C1)C(F)(F)F ((4-Chloro-2-methoxy-3-(4-(trifluoromethyl)benzyl)quinolin-6-yl)(2,6-dimethylpyridin-3-yl)methanol), N1(N=CC=C1)C1=CC=C(CC=2C(=NC3=C(C=C(C=C3C2Cl)Br)C)Cl)C=C1 (3-(4-(1H-pyrazol-1-yl)benzyl)-6-bromo-2,4-dichloro-8-methylquinoline), S1C2=C(C=C1CC=1C(=NC3=CC=C(C=C3C1Cl)C(O)(C=1C=NC(=CC1)C(F)(F)F)C1=CN=CN1C)OC)C=CC=C2 ((3-(Benzo[b]thiophen-2-ylmethyl)-4-chloro-2-methoxyquinolin-6-yl)(1-methyl-1H-imidazol-5-yl)(6-(trifluoromethyl)pyridin-3-yl)methanol). The product is ClC1=C(C(=NC2=CC=C(C=C12)C(O)(C1CCOCC1)C1=CN=C(N1C)C)OC)CC1=CC=C(C=C1)C(F)(F)F ((4-Chloro-2-methoxy-3-(4-(trifluoromethyl)benzyl)quinolin-6-yl)(1,2-dimethyl-1H-imidazol-5-yl)(tetrahydro-2H-pyran-4-yl)methanol). Reported procedure: The title compound was prepared analogously to the method described in Example 78, using 6-bromo-4-chloro-2-methoxy-3-(4-(trifluoromethyl)benzyl)quinoline (Intermediate 12: step d) in place of 3-(4-(1H-pyrazol-1-yl)benzyl)-6-bromo-2,4-dichloro-8-methylquinoline (Intermediate 57) and (1,2-dimethyl-1H-imidazol-5-yl)(tetrahydro-2H-pyran-4-yl)methanone (Intermediate 31) in place of 1-(4-(6-(trifluoromethyl)nicotinoyl)piperidin-1-yl)ethanone (Intermediate 56: step d). MS m/e 560.2 (M+H)+.